From a dataset of the Open Reaction Database (ORD), a public repository of structured organic reaction records. describe an organic reaction: reactants, conditions, products, and yield The reactants are COc1ccc(C(OC)OC)cc1, CC(C)(CO)C(O)CO, ClCCl, Cc1ccc(S(=O)(=O)[O-])cc1, c1cc[nH+]cc1. Yields the product COc1ccc(C2OCC(C)(C)C(CO)O2)cc1. As a reaction SMILES: [CH3:10][O:11][CH:12]([c:13]1[cH:14][cH:15][c:16]([O:19][CH3:20])[cH:17][cH:18]1)[O:21][CH3:22].[CH3:1][C:2]([CH:3]([CH2:4][OH:5])[OH:6])([CH2:7][OH:8])[CH3:9].[Cl:40][CH2:41][Cl:42].[c:23]1([CH3:24])[cH:25][cH:26][c:27]([S:28]([O-:29])(=[O:30])=[O:31])[cH:32][cH:33]1.[nH+:34]1[cH:35][cH:36][cH:37][cH:38][cH:39]1>>[CH3:1][C:2]1([CH3:9])[CH:3]([CH2:4][OH:5])[O:6][CH:12]([c:13]2[cH:14][cH:15][c:16]([O:19][CH3:20])[cH:17][cH:18]2)[O:8][CH2:7]1. Conditions: temperature 90 celsius, time 8 hour. Reaction SMILES: F[C:2]1[CH:16]=[CH:15][C:5]([C:6]([C:8]2[CH:13]=[C:12]([CH3:14])[CH:11]=[CH:10][N:9]=2)=[O:7])=[C:4]([C:17]([F:20])([F:19])[F:18])[CH:3]=1.[N-:21]=[N+]=[N-].[Na+].O>CS(C)=O>[NH2:21][C:2]1[CH:16]=[CH:15][C:5]([CH:6]([C:8]2[CH:13]=[C:12]([CH3:14])[CH:11]=[CH:10][N:9]=2)[OH:7])=[C:4]([C:17]([F:20])([F:19])[F:18])[CH:3]=1 |f:1.2|. Solvent: CS(=O)C (dimethylsulfoxide). Yield: 80.3%. Procedure details: 2-(4-fluoro-2-trifluoromethylbenzoyl)-4-methylpyridine (4.5 g) and sodium azide (1.3 g) were suspended in dimethylsulfoxide (30 ml), and the mixture was heated with stirring overnight under nitrogen atmosphere at 90° C. The mixture was poured into water, and the mixture was extracted with ethyl acetate. The organic layer was washed with water and saturated brine, and dried over anhydrous magnesium sulfate, and then, the solvent was evaporated. The residue was dissolved in tetrahydrofuran (30 ml)... Starting materials: FC1=CC(=C(C(=O)C2=NC=CC(=C2)C)C=C1)C(F)(F)F (2-(4-fluoro-2-trifluoromethylbenzoyl)-4-methylpyridine), [N-]=[N+]=[N-].[Na+] (sodium azide), O (water). Yields the product NC1=CC(=C(C=C1)C(O)C1=NC=CC(=C1)C)C(F)(F)F ((4-amino-2-trifluoromethylphenyl)(4-methylpyridin-2-yl)methanol). The reactants are CN(C)C1(c2ccccc2)CCC(=O)CC1, CC(=O)O, ClCCCl, C1=C(c2c[nH]c3ccccc23)CCNC1. Product: CN(C)C1(c2ccccc2)CCC(N2CC=C(c3c[nH]c4ccccc34)CC2)CC1. Reaction SMILES: [CH3:16][N:17]([C:18]1([c:25]2[cH:26][cH:27][cH:28][cH:29][cH:30]2)[CH2:19][CH2:20][C:21](=[O:24])[CH2:22][CH2:23]1)[CH3:31].[CH3:32][C:33](=[O:34])[OH:35].[Cl:36][CH2:37][CH2:38][Cl:39].[NH:1]1[CH2:2][CH2:3][C:4]([c:7]2[cH:8][nH:9][c:10]3[cH:11][cH:12][cH:13][cH:14][c:15]23)=[CH:5][CH2:6]1>>[N:1]1([CH:21]2[CH2:20][CH2:19][C:18]([N:17]([CH3:16])[CH3:31])([c:25]3[cH:26][cH:27][cH:28][cH:29][cH:30]3)[CH2:23][CH2:22]2)[CH2:2][CH2:3][C:4]([c:7]2[cH:8][nH:9][c:10]3[cH:11][cH:12][cH:13][cH:14][c:15]23)=[CH:5][CH2:6]1. The reactants are Cc1ccccc1Br, C1CCOC1, Cc1ccccc1B(O)O, [F-], [K+]. Product: Cc1ccccc1-c1ccccc1C. Reaction SMILES: [Br:1][c:2]1[c:3]([CH3:8])[cH:4][cH:5][cH:6][cH:7]1.[CH2:21]1[O:22][CH2:23][CH2:24][CH2:25]1.[CH3:9][c:10]1[c:11]([B:16]([OH:17])[OH:18])[cH:12][cH:13][cH:14][cH:15]1.[F-:19].[K+:20]>>[c:2]1(-[c:11]2[c:10]([CH3:9])[cH:15][cH:14][cH:13][cH:12]2)[c:3]([CH3:8])[cH:4][cH:5][cH:6][cH:7]1. Yields the product NC1([C@@H]2N(C(=C(CS2)COC(N)=O)C(=O)O)C1=O)C(=O)NCCCCC(P(=O)(OOC)OOC)(P(=O)(OOC)OOC)O (7-amino-7-{[5-hydroxy-5,5-bis(dimethoxyphosphono)-1-pentylamino]-carbonyl}-3-carbamoyloxymethyl-3-cephem-4-carboxylic acid). Reagents/catalysts: [Pt]=O (platinum oxide). RXN SMILES: [N:1]([C:4]1([C:21]([NH:23][CH2:24][CH2:25][CH2:26][CH2:27][C:28]([OH:45])([P:37]([O:42][O:43][CH3:44])([O:39][O:40][CH3:41])=[O:38])[P:29]([O:34][O:35][CH3:36])([O:31][O:32][CH3:33])=[O:30])=[O:22])[C:19](=[O:20])[N:6]2[C:7]([C:16]([OH:18])=[O:17])=[C:8]([CH2:11][O:12][C:13](=[O:15])[NH2:14])[CH2:9][S:10][C@H:5]12)=[N+]=[N-].[H][H]>[Pt]=O>[NH2:1][C:4]1([C:21]([NH:23][CH2:24][CH2:25][CH2:26][CH2:27][C:28]([OH:45])([P:37]([O:42][O:43][CH3:44])([O:39][O:40][CH3:41])=[O:38])[P:29]([O:34][O:35][CH3:36])([O:31][O:32][CH3:33])=[O:30])=[O:22])[C:19](=[O:20])[N:6]2[C:7]([C:16]([OH:18])=[O:17])=[C:8]([CH2:11][O:12][C:13](=[O:15])[NH2:14])[CH2:9][S:10][C@H:5]12. Procedure details: The 7-azido-7-{[5-hydroxy-5,5-bis(dimethoxyphosphono)-1-pentylamino]-carbonyl}-3-carbamoyloxymethyl-3-cephem-4-carboxylic acid, obtained as described in Example 30, is hydrogenated at atmospheric pressure with hydrogen in the presence of platinum oxide as catalyst and gives 7-amino-7-{[5-hydroxy-5,5-bis(dimethoxyphosphono)-1-pentylamino]-carbonyl}-3-carbamoyloxymethyl-3-cephem-4-carboxylic acid. Reaction of the latter with 2-thienylacetyl chloride and pyridine yields 7-(2-thienyl-acetamido)-7-{[... The reactants are N(=[N+]=[N-])C1([C@@H]2N(C(=C(CS2)COC(N)=O)C(=O)O)C1=O)C(=O)NCCCCC(P(=O)(OOC)OOC)(P(=O)(OOC)OOC)O (7-azido-7-{[5-hydroxy-5,5-bis(dimethoxyphosphono)-1-pentylamino]-carbonyl}-3-carbamoyloxymethyl-3-cephem-4-carboxylic acid), [H][H] (hydrogen). The reactants are CCOC(=O)c1nc(-c2ccc(F)cc2S(C)(=O)=O)n(C)c(=O)c1O, Cc1ccc(CN)cc1C. The product is Cc1ccc(CNC(=O)c2nc(-c3ccc(F)cc3S(C)(=O)=O)n(C)c(=O)c2O)cc1C. RXN SMILES: [CH2:1]([O:3][C:4](=[O:2])[c:6]1[n:7][c:8](-[c:15]2[c:16]([S:22](=[O:23])(=[O:24])[CH3:25])[cH:17][c:18]([F:21])[cH:19][cH:20]2)[n:9]([CH3:14])[c:10](=[O:13])[c:11]1[OH:12])[CH3:5].[CH3:26][c:27]1[cH:28][c:29]([CH2:30][NH2:31])[cH:32][cH:33][c:34]1[CH3:35]>>[O:3]=[C:4]([c:6]1[n:7][c:8](-[c:15]2[c:16]([S:22](=[O:23])(=[O:24])[CH3:25])[cH:17][c:18]([F:21])[cH:19][cH:20]2)[n:9]([CH3:14])[c:10](=[O:13])[c:11]1[OH:12])[NH:31][CH2:30][c:29]1[cH:28][c:27]([CH3:26])[c:34]([CH3:35])[cH:33][cH:32]1. Reactants: BrC=1C=C2C=3CCCC(C3NC2=CC1)N (6-bromo-2,3,4,9-tetrahydro-1H-carbazol-1-amine), C=1(C(=CC=CC1)C(=O)Cl)C (o-toluoyl chloride). Yields the product BrC=1C=C2C=3CCCC(C3NC2=CC1)NC(C1=C(C=CC=C1)C)=O (N-(6-Bromo-2,3,4,9-tetrahydro-1H-carbazol-1-yl)-2-methylbenzamide), solid. Yield: 19.0%. Reaction SMILES: [Br:1][C:2]1[CH:3]=[C:4]2[C:12](=[CH:13][CH:14]=1)[NH:11][C:10]1[CH:9]([NH2:15])[CH2:8][CH2:7][CH2:6][C:5]2=1.[C:16]1([CH3:25])[C:17]([C:22](Cl)=[O:23])=[CH:18][CH:19]=[CH:20][CH:21]=1>>[Br:1][C:2]1[CH:3]=[C:4]2[C:12](=[CH:13][CH:14]=1)[NH:11][C:10]1[CH:9]([NH:15][C:22](=[O:23])[C:17]3[CH:18]=[CH:19][CH:20]=[CH:21][C:16]=3[CH3:25])[CH2:8][CH2:7][CH2:6][C:5]2=1. Procedure details: N-(6-Bromo-2,3,4,9-tetrahydro-1H-carbazol-1-yl)-2-methylbenzamide was prepared from 6-bromo-2,3,4,9-tetrahydro-1H-carbazol-1-amine and o-toluoyl chloride in a similar manner as described above to give a gray solid (19% yield). 1H-NMR (DMSO-d6): δ 11.01 (s, 1H), 8.70 (d, 1H), 7.59 (m, 1H), 7.47 (d, 1H), 7.33 (m, 2H), 7.26 (m, 2H), 7.17 (dd, 1H), 5.34 (m, 1H), 2.65 (m, 2H), 2.42 (s, 3H), 2.07 (m, 2H), 1.87 (m, 2H); MS m/z 383 (M−1). Starting materials: Cl (hydrogen chloride), CO (methanol), C(=O)N[C@@H](CC(O)=O)C(=O)N[C@@H](CC1=CC=CC=C1)C(=O)O (N-formyl-α-L-aspartyl-L-phenylalanine), [OH-].[Na+] (sodium hydroxide). Reaction conditions: temperature 10 celsius. Yields the product COC(CC1NC(C(NC1=O)CC1=CC=CC=C1)=O)=O (5-benzyl-3,6-dioxo-2-piperazine acetic acid methyl ester). As a reaction SMILES: Cl.C([NH:4][C@H:5]([C:10]([NH:12][C@H:13]([C:21]([OH:23])=O)[CH2:14][C:15]1[CH:20]=[CH:19][CH:18]=[CH:17][CH:16]=1)=[O:11])[CH2:6][C:7](=[O:9])[OH:8])=O.[OH-].[Na+].[CH3:26]O>>[CH3:26][O:8][C:7](=[O:9])[CH2:6][CH:5]1[C:10](=[O:11])[NH:12][CH:13]([CH2:14][C:15]2[CH:16]=[CH:17][CH:18]=[CH:19][CH:20]=2)[C:21](=[O:23])[NH:4]1 |f:2.3|. Reported procedure: To a solution having 9.6 g of hydrogen chloride dissolved in 400 ml of methanol was fed 61.6 g of N-formyl-α-L-aspartyl-L-phenylalanine and the resulting mixture was reacted at 50°-60° C. for 6 hours. The reaction solution was cooled to 10° C., added dropwise with 105.6 g of a 10% aqueous sodium hydroxide solution and then subjected to reaction at 30°-40° C. for 20 hours. Thereafter, the reaction mixture was cooled to 5° C. and the crystal thereby deposited was filtered, washed with methanol and...